This data is from the Open Reaction Database (ORD), a public repository of structured organic reaction records. The task is: describe an organic reaction: reactants, conditions, products, and yield The reactants are COC(=O)C1(c2ccc(N)cc2)CCCC1, CC(C)O, Clc1nc(CC2CCCC2)nc2c1CCC2. Product: COC(=O)C1(c2ccc(Nc3nc(CC4CCCC4)nc4c3CCC4)cc2)CCCC1. Reaction SMILES: [CH3:17][O:18][C:19](=[O:20])[C:21]1([c:26]2[cH:27][cH:28][c:29]([NH2:32])[cH:30][cH:31]2)[CH2:22][CH2:23][CH2:24][CH2:25]1.[CH:33]([OH:34])([CH3:35])[CH3:36].[Cl:1][c:2]1[n:3][c:4]([CH2:11][CH:12]2[CH2:13][CH2:14][CH2:15][CH2:16]2)[n:5][c:6]2[c:7]1[CH2:8][CH2:9][CH2:10]2>>[c:2]1([NH:32][c:29]2[cH:28][cH:27][c:26]([C:21]3([C:19]([O:18][CH3:17])=[O:20])[CH2:22][CH2:23][CH2:24][CH2:25]3)[cH:31][cH:30]2)[n:3][c:4]([CH2:11][CH:12]2[CH2:13][CH2:14][CH2:15][CH2:16]2)[n:5][c:6]2[c:7]1[CH2:8][CH2:9][CH2:10]2. Starting materials: O=C([O-])O, C1CCOC1, CO, [Cl-], CC(C)(C)OC(=O)Nc1ccc(F)cc1Nc1ncc([N+](=O)[O-])c(NC2CCOc3c(F)cccc32)n1, [Na+], [Na+], O. The product is CC(C)(C)OC(=O)Nc1ccc(F)cc1Nc1ncc(N)c(NC2CCOc3c(F)cccc32)n1. RXN SMILES: [C:38](=[O:39])([OH:40])[O-:41].[CH2:47]1[O:48][CH2:49][CH2:50][CH2:51]1.[CH3:43][OH:44].[Cl-:46].[F:1][c:2]1[cH:3][c:4]([NH:16][c:17]2[n:18][cH:19][c:20]([N+:35]([O-:36])=[O:37])[c:21]([NH:23][CH:24]3[CH2:25][CH2:26][O:27][c:28]4[c:29]([F:34])[cH:30][cH:31][cH:32][c:33]43)[n:22]2)[c:5]([NH:8][C:9]([O:10][C:11]([CH3:12])([CH3:13])[CH3:14])=[O:15])[cH:6][cH:7]1.[Na+:42].[Na+:45].[OH2:52]>>[F:1][c:2]1[cH:3][c:4]([NH:16][c:17]2[n:18][cH:19][c:20]([NH2:35])[c:21]([NH:23][CH:24]3[CH2:25][CH2:26][O:27][c:28]4[c:29]([F:34])[cH:30][cH:31][cH:32][c:33]43)[n:22]2)[c:5]([NH:8][C:9]([O:10][C:11]([CH3:12])([CH3:13])[CH3:14])=[O:15])[cH:6][cH:7]1. Starting materials: OC1=CC(CC1C1=CC=CC=C1)=O (3-hydroxy-4-phenyl-cyclopent-2-enone), C(C1=CC=CC=C1)=O (benzaldehyde), C(C)C1=CC=C2C(=CNC2=C1)CCNC(C)=O (N-[2-(6-ethyl-1H-indol-3-yl)-ethyl]-acetamide). Product: C(C)C1=CC=C2C(=C(NC2=C1)C(C1=CC=CC=C1)C1=C(C(CC1=O)C1=CC=CC=C1)O)CCNC(C)=O (N-(2-{6-ethyl-2-[(2-hydroxy-5-oxo-3-phenyl-cyclopent-1-enyl)-phenyl-methyl]-1H-indol-3-yl}-ethyl)-acetamide). As a reaction SMILES: [OH:1][C:2]1[CH:6]([C:7]2[CH:12]=[CH:11][CH:10]=[CH:9][CH:8]=2)[CH2:5][C:4](=[O:13])[CH:3]=1.[CH:14](=O)[C:15]1[CH:20]=[CH:19][CH:18]=[CH:17][CH:16]=1.[CH2:22]([C:24]1[CH:32]=[C:31]2[C:27]([C:28]([CH2:33][CH2:34][NH:35][C:36](=[O:38])[CH3:37])=[CH:29][NH:30]2)=[CH:26][CH:25]=1)[CH3:23]>>[CH2:22]([C:24]1[CH:32]=[C:31]2[C:27]([C:28]([CH2:33][CH2:34][NH:35][C:36](=[O:38])[CH3:37])=[C:29]([CH:14]([C:3]3[C:4](=[O:13])[CH2:5][CH:6]([C:7]4[CH:12]=[CH:11][CH:10]=[CH:9][CH:8]=4)[C:2]=3[OH:1])[C:15]3[CH:20]=[CH:19][CH:18]=[CH:17][CH:16]=3)[NH:30]2)=[CH:26][CH:25]=1)[CH3:23]. Procedure: Using general procedure C, 3-hydroxy-4-phenyl-cyclopent-2-enone (Lit. 17) was reacted with benzaldehyde and N-[2-(6-ethyl-1H-indol-3-yl)-ethyl]-acetamide to give N-(2-{6-ethyl-2-[(2-hydroxy-5-oxo-3-phenyl-cyclopent-1-enyl)-phenyl-methyl]-1H-indol-3-yl}-ethyl)-acetamide as a pale brown solid. MS: 493.1 ([M+H]+). The reactants are C([O-])([O-])=O.[Na+].[Na+] (sodium carbonate), ice, C[Si](C)(C)C=[N+]=[N-] (trimethylsilyldiazomethane), N12CC3C(C(CC(C1)C3)C2)=O (1-azaadamantan-4-one), CO (methanol). The solvent is C(C)(=O)O (acetic acid), O1CCCC1 (tetrahydrofuran). Conditions: time 18 hour. Yields the product N12CC3C(CC(CC(C1)C3)C2)=O (1-azatricyclo[4.3.1.13,8]undecan-4-one). As a reaction SMILES: C[Si]([CH:5]=[N+:6]=[N-])(C)C.N12[CH2:17][CH:12]3[CH2:13][CH:14]([CH2:16][CH:10]([C:11]3=[O:18])[CH2:9]1)[CH2:15]2.CO.C(=O)([O-])[O-].[Na+].[Na+]>O1CCCC1.C(O)(=O)C>[N:6]12[CH2:5][CH:10]3[CH2:16][CH:14]([CH2:13][CH:12]([C:11](=[O:18])[CH2:9]3)[CH2:17]1)[CH2:15]2 |f:3.4.5|. Procedure details: To an ice-cooled solution of trimethylsilyldiazomethane (2 N in hexanes, 9.00 mL, 18.00 mmol; Aldrich) was added a solution of 1-azaadamantan-4-one (2.268 g, 15 mmol; Becker, D. P.; Flynn, D. L. Synthesis 1992, 1080) in tetrahydrofuran (12 mL) dropwise over 20 minutes Anhydrous methanol (6 mL) was added and the mixture was allowed to warm to room temperature. After 18 hours, glacial acetic acid was added dropwise until the mixture was colorless (about 1 mL). The reaction mixture was shaken with ... Starting materials: O=C([O-])O, S=C(Cl)Cl, ClCCl, Cl, COC(=O)CN1C(=O)NC(CCCN)C1=O, [Na+]. Product: COC(=O)CN1C(=O)NC(CCCN=C=S)C1=O. As a reaction SMILES: [C:1](=[O:2])([O-:3])[OH:4].[Cl:23][C:24]([Cl:25])=[S:26].[Cl:27][CH2:28][Cl:29].[ClH:6].[NH2:7][CH2:8][CH2:9][CH2:10][CH:11]1[NH:12][C:13](=[O:22])[N:14]([CH2:17][C:18](=[O:19])[O:20][CH3:21])[C:15]1=[O:16].[Na+:5]>>[N:7]([CH2:8][CH2:9][CH2:10][CH:11]1[NH:12][C:13](=[O:22])[N:14]([CH2:17][C:18](=[O:19])[O:20][CH3:21])[C:15]1=[O:16])=[C:24]=[S:26]. Starting materials: C(C=C)C1N(CCC2=C1N=C(N=C2N2[C@H](COCC2)C)Cl)C(=O)OC(C)(C)C (tert-butyl 8-allyl-2-chloro-4-((S)-3-methylmorpholino)-5,6-dihydropyrido[3,4-d]pyrimidine-7(8H)-carboxylate), N1C=CC2=CC(=CC=C12)B(O)O (1H-indol-5-ylboronic acid). The product is N1C=CC2=CC(=CC=C12)C=1N=C(C2=C(N1)CN(CC2)C(=O)OC(C)(C)C)N2[C@H](COCC2)C ((S)-tert-butyl 2-(1H-indol-5-yl)-4-(3-methylmorpholino)-5,6-dihydropyrido[3,4-d]pyrimidine-7(8H)-carboxylate). As a reaction SMILES: C([CH:4]1[C:9]2[N:10]=[C:11](Cl)[N:12]=[C:13]([N:14]3[CH2:19][CH2:18][O:17][CH2:16][C@@H:15]3[CH3:20])[C:8]=2[CH2:7][CH2:6][N:5]1[C:22]([O:24][C:25]([CH3:28])([CH3:27])[CH3:26])=[O:23])C=C.[NH:29]1[C:37]2[C:32](=[CH:33][C:34](B(O)O)=[CH:35][CH:36]=2)[CH:31]=[CH:30]1>>[NH:29]1[C:37]2[C:32](=[CH:33][C:34]([C:11]3[N:12]=[C:13]([N:14]4[CH2:19][CH2:18][O:17][CH2:16][C@@H:15]4[CH3:20])[C:8]4[CH2:7][CH2:6][N:5]([C:22]([O:24][C:25]([CH3:27])([CH3:26])[CH3:28])=[O:23])[CH2:4][C:9]=4[N:10]=3)=[CH:35][CH:36]=2)[CH:31]=[CH:30]1. Procedure details: Compound fm was prepared according to the procedure described in Example 2 step 2 by reacting tert-butyl 8-allyl-2-chloro-4-((S)-3-methylmorpholino)-5,6-dihydropyrido[3,4-d]pyrimidine-7(8H)-carboxylate with 1H-indol-5-ylboronic acid. LC-MS: m/z=+450 (M+H)−. Starting materials: ClC1=C(CO\N=C(/C(=O)OCC)\C(C)=O)C(=CC=C1)Cl (Ethyl (Z)-2-(2,6-dichlorobenzyloxyimino)-3-oxobutyrate), BrBr (bromine). Product: BrCC(/C(/C(=O)OCC)=N/OCC1=C(C=CC=C1Cl)Cl)=O (Ethyl 4-bromo-(Z)-2-(2,6-dichlorobenzyloxyimino)-3-oxobutyrate). RXN SMILES: [Cl:1][C:2]1[CH:19]=[CH:18][CH:17]=[C:16]([Cl:20])[C:3]=1[CH2:4][O:5]/[N:6]=[C:7](/[C:13](=[O:15])[CH3:14])\[C:8]([O:10][CH2:11][CH3:12])=[O:9].[Br:21]Br>>[Br:21][CH2:14][C:13](=[O:15])/[C:7](=[N:6]/[O:5][CH2:4][C:3]1[C:2]([Cl:1])=[CH:19][CH:18]=[CH:17][C:16]=1[Cl:20])/[C:8]([O:10][CH2:11][CH3:12])=[O:9]. Reported procedure: Ethyl (Z)-2-(2,6-dichlorobenzyloxyimino)-3-oxobutyrate (5.8 g) was reacted with bromine (0.94 ml) as described in Example 4c to give the title compound (7.2 g), δH (CDCl3) 1.31 (3H, t), 4.35 (2H, s), 4.45 (2H, q), 5.73 (2H, s), and 7.43 (3H, m).